This data is from the Open Reaction Database (ORD), a public repository of structured organic reaction records. The task is: describe an organic reaction: reactants, conditions, products, and yield Starting materials: I[Si](C)(C)C (Iodotrimethylsilane), C(C1=CC=CC=C1)(=O)NC=1SC[C@H]2[C@@](N1)(CN(C2)C(=O)OCC2=CC=CC=C2)C2=CC=CC=C2 (benzyl (4aR,7aS)-2-benzamido-7a-phenyl-4,4a,5,7-tetrahydropyrrolo[3,4-d][1,3]thiazine-6-carboxylate). Run in C(C)#N (acetonitrile). Run at time 2 hour. The product is C1(=CC=CC=C1)[C@@]12N=C(SC[C@@H]1CNC2)NC(C2=CC=CC=C2)=O (N-[(4aR,7aS)-7a-Phenyl-4a,5,6,7-tetrahydro-4H-pyrrolo[3,4-d][1,3]thiazin-2-yl]benzamide). Yield: 399.4%. RXN SMILES: I[Si](C)(C)C.[C:6]([NH:14][C:15]1[S:16][CH2:17][C@@H:18]2[CH2:23][N:22](C(OCC3C=CC=CC=3)=O)[CH2:21][C@:19]2([C:34]2[CH:39]=[CH:38][CH:37]=[CH:36][CH:35]=2)[N:20]=1)(=[O:13])[C:7]1[CH:12]=[CH:11][CH:10]=[CH:9][CH:8]=1>C(#N)C>[C:34]1([C@:19]23[CH2:21][NH:22][CH2:23][C@H:18]2[CH2:17][S:16][C:15]([NH:14][C:6](=[O:13])[C:7]2[CH:8]=[CH:9][CH:10]=[CH:11][CH:12]=2)=[N:20]3)[CH:35]=[CH:36][CH:37]=[CH:38][CH:39]=1. Procedure: Iodotrimethylsilane (10 mL, 70 mmol) is added to a solution of benzyl (4aR,7aS)-2-benzamido-7a-phenyl-4,4a,5,7-tetrahydropyrrolo[3,4-d][1,3]thiazine-6-carboxylate (11 g, 23 mmol) in acetonitrile (165 mL), stirred at room temperature for 2 hours and concentrated. The mixture is diluted with water (100 mL) and ethyl acetate (150 mL) and the pH adjusted to 4 with 1 M hydrochloric acid. The aqueous layer is collected. The pH of this aqueous layer is then adjusted to 10 with 2 M sodium hydroxide. The...